Dataset: the Open Reaction Database (ORD), a public repository of structured organic reaction records. Task: describe an organic reaction: reactants, conditions, products, and yield Starting materials: ClC1=C(C=C(C=C1)/C=C/C=1OC=C(N1)CCl)F (2-[(E)-2-(4-chloro-3-fluorophenyl)ethenyl]-4-(chloromethyl)-1,3-oxazole), CS(=O)(=O)CC=1N(C=CN1)CCCCC1=CC=C(C=C1)O (4-[4-[2-[(methylsulfonyl)methyl]-1H-imidazol-1-yl]butyl]phenol), [H-].[Na+] (sodium hydride). Yields the product ClC1=C(C=C(C=C1)/C=C/C=1OC=C(N1)COC1=CC=C(C=C1)CCCCN1C(=NC=C1)CS(=O)(=O)C)F (2-[(E)-2-(4-chloro-3-fluorophenyl)ethenyl]-4-[[4-[4-[2-[(methylsulfonyl)methyl]-1H-imidazol-1-yl]butyl]phenoxy]methyl]-1,3-oxazole). Yield: 62.9%. As a reaction SMILES: [Cl:1][C:2]1[CH:7]=[CH:6][C:5](/[CH:8]=[CH:9]/[C:10]2[O:11][CH:12]=[C:13]([CH2:15]Cl)[N:14]=2)=[CH:4][C:3]=1[F:17].[CH3:18][S:19]([CH2:22][C:23]1[N:24]([CH2:28][CH2:29][CH2:30][CH2:31][C:32]2[CH:37]=[CH:36][C:35]([OH:38])=[CH:34][CH:33]=2)[CH:25]=[CH:26][N:27]=1)(=[O:21])=[O:20].[H-].[Na+]>>[Cl:1][C:2]1[CH:7]=[CH:6][C:5](/[CH:8]=[CH:9]/[C:10]2[O:11][CH:12]=[C:13]([CH2:15][O:38][C:35]3[CH:34]=[CH:33][C:32]([CH2:31][CH2:30][CH2:29][CH2:28][N:24]4[CH:25]=[CH:26][N:27]=[C:23]4[CH2:22][S:19]([CH3:18])(=[O:21])=[O:20])=[CH:37][CH:36]=3)[N:14]=2)=[CH:4][C:3]=1[F:17] |f:2.3|. Procedure details: Using 2-[(E)-2-(4-chloro-3-fluorophenyl)ethenyl]-4-(chloromethyl)-1,3-oxazole (291 mg), 4-[4-[2-[(methylsulfonyl)methyl]-1H-imidazol-1-yl]butyl]phenol (300 mg) and 65% sodium hydride (39.5 mg), the same reaction as Example 11-(i) was carried out to yield the titled compound (333 mg) as colorless needle crystals. The reactants are C(C)(C)(C)OC(=O)N1CC2CC(=C(C(C1)N2C(=O)OC(C)(C)C)C(N(CC2=C(C(=CC=C2)Cl)Cl)C2CC2)=O)C=2SC=C(N2)CCCO[Si](C)(C)C(C)(C)C (7-{4-[3-(tert-Butyldimethylsilanyloxy)propyl]thiazol-2-yl}-6-[cyclopropyl-(2,3-dichlorobenzyl)carbamoyl]-3,9-diazabicyclo[3.3.1]non-6-ene-3,9-dicarboxylic acid di-tert-butyl ester), CCCC[N+](CCCC)(CCCC)CCCC.[F-] (TBAF). Solvent: C1CCOC1 (THF), CCOC(=O)C (EtOAc). The product is C(C)(C)(C)OC(=O)N1CC2CC(=C(C(C1)N2C(=O)OC(C)(C)C)C(N(CC2=C(C(=CC=C2)Cl)Cl)C2CC2)=O)C=2SC=C(N2)CCCO (6-[Cyclopropyl-(2,3-dichlorobenzyl)carbamoyl]-7-[4-(3-hydroxypropyl)thiazol-2-yl]-3,9-diazabicyclo[3.3.1]non-6-ene-3,9-dicarboxylic acid di-tert-butyl ester). Yield: 96.1%. Reaction SMILES: [C:1]([O:5][C:6]([N:8]1[CH2:15][CH:14]2[N:16]([C:17]([O:19][C:20]([CH3:23])([CH3:22])[CH3:21])=[O:18])[CH:10]([CH2:11][C:12]([C:39]3[S:40][CH:41]=[C:42]([CH2:44][CH2:45][CH2:46][O:47][Si](C(C)(C)C)(C)C)[N:43]=3)=[C:13]2[C:24](=[O:38])[N:25]([CH:35]2[CH2:37][CH2:36]2)[CH2:26][C:27]2[CH:32]=[CH:31][CH:30]=[C:29]([Cl:33])[C:28]=2[Cl:34])[CH2:9]1)=[O:7])([CH3:4])([CH3:3])[CH3:2].CCCC[N+](CCCC)(CCCC)CCCC.[F-]>C1COCC1.CCOC(C)=O>[C:1]([O:5][C:6]([N:8]1[CH2:15][CH:14]2[N:16]([C:17]([O:19][C:20]([CH3:23])([CH3:22])[CH3:21])=[O:18])[CH:10]([CH2:11][C:12]([C:39]3[S:40][CH:41]=[C:42]([CH2:44][CH2:45][CH2:46][OH:47])[N:43]=3)=[C:13]2[C:24](=[O:38])[N:25]([CH:35]2[CH2:36][CH2:37]2)[CH2:26][C:27]2[CH:32]=[CH:31][CH:30]=[C:29]([Cl:33])[C:28]=2[Cl:34])[CH2:9]1)=[O:7])([CH3:4])([CH3:2])[CH3:3] |f:1.2|. Reported procedure: A sol. of compound E3 (1.23 g, 1.50 mmol) and TBAF (1.0 M in THF, 1.88 mL, 1.88 mmol) in THF (20 mL) was stirred at 0° C. for 3.5 h. The mixture was diluted with EtOAc and was then washed with brine (4×). The org. extracts were dried over MgSO4, filtered, and the solvents were removed under reduced pressure. Purification of the residue by FC (EtOAc/heptane 1:4→1:2→1.1→EtOAc) yielded the title compound (1.02 g, 96%). LC-MS: tR=1.11 min, ES+: 707.33. Starting materials: [OH-].[Na+] (sodium hydroxide), C(C)C1(COC1)CO ((3-Ethyloxetan-3-yl)methanol), CC1(CCCC(N1[O])(C)C)C (TEMPO), C(C)(=O)OC=1C(=C(C=CC1)I)OC(C)=O (bis-acetoxyiodobenzene). Solvent: C(C)#N.O (ACN water). Run at time 1 hour. Product: C(C)C1(COC1)C(=O)O (3-Ethyloxetane-3-carboxylic acid). Isolated yield 56.9%. Reaction SMILES: [CH2:1]([C:3]1([CH2:7][OH:8])[CH2:6][O:5][CH2:4]1)[CH3:2].C(OC1C(OC(=O)C)=C(I)C=CC=1)(=[O:11])C.CC1(C)N([O])C(C)(C)CCC1.[OH-].[Na+]>C(#N)C.O>[CH2:1]([C:3]1([C:7]([OH:11])=[O:8])[CH2:6][O:5][CH2:4]1)[CH3:2] |f:3.4,5.6,^1:27|. Procedure details: (3-Ethyloxetan-3-yl)methanol (0.58 g, 5.00 mmol) was dissolved in 10 mL of a 1:1 ACN-water mixture, and bis-acetoxyiodobenzene (BAIB, 3.54 g, 11.0 mmol) was added. The mixture was cooled in an ice bath, and TEMPO (0.156 g, 1.00 mmol) was added under argon flow. The mixture was stirred at room temperature for 1 hr, and then treated with 1 M aqueous sodium hydroxide (20 mL). The solution was washed twice with EtOAc and then acidified to pH 2. The aqueous solution was extract six times with EtOAc a... Starting materials: CN(C)C=O, ClC(Cl)Cl, O=C(Cl)C(=O)Cl, OC1CN2CCC1CC2, O=C(O)C(=O)c1ccco1. The product is O=C(OC1CN2CCC1CC2)C(=O)c1ccco1. Reaction SMILES: [CH3:17][N:18]([CH3:19])[CH:20]=[O:21].[CH:31]([Cl:32])([Cl:33])[Cl:34].[Cl:1][C:2]([C:3]([Cl:4])=[O:5])=[O:6].[N:22]12[CH2:23][CH:24]([OH:30])[CH:25]([CH2:26][CH2:27]1)[CH2:28][CH2:29]2.[O:7]=[C:8]([C:9](=[O:10])[OH:11])[c:12]1[o:13][cH:14][cH:15][cH:16]1>>[O:7]=[C:8]([C:9]([O:10][CH:24]1[CH2:23][N:22]2[CH2:27][CH2:26][CH:25]1[CH2:28][CH2:29]2)=[O:11])[c:12]1[o:13][cH:14][cH:15][cH:16]1. The reactants are CC=1C(=NN(C1C1=CC=CC=C1)C1=CC=C(C=C1)S(=O)(=O)N)C(F)(F)F (4-[4-Methyl-5-phenyl-3-(trifluoromethyl)-1H-pyrazol-1-yl]benzenesulfonamide), BrN1C(CCC1=O)=O (N-bromosuccinimide). Run in C(Cl)(Cl)(Cl)Cl (carbon tetrachloride), C1=CC=CC=C1 (benzene). The product is OCC=1C(=NN(C1C1=CC=CC=C1)C1=CC=C(C=C1)S(=O)(=O)N)C(F)(F)F (4-[4-hydroxymethyl-5-phenyl-3-(trifluoromethyl)-1H-pyrazol-1-yl]benzenesulfonamide). As a reaction SMILES: [CH3:1][C:2]1[C:3]([C:23]([F:26])([F:25])[F:24])=[N:4][N:5]([C:13]2[CH:18]=[CH:17][C:16]([S:19]([NH2:22])(=[O:21])=[O:20])=[CH:15][CH:14]=2)[C:6]=1[C:7]1[CH:12]=[CH:11][CH:10]=[CH:9][CH:8]=1.BrN1C(=[O:33])CCC1=O>C(Cl)(Cl)(Cl)Cl.C1C=CC=CC=1>[OH:33][CH2:1][C:2]1[C:3]([C:23]([F:26])([F:24])[F:25])=[N:4][N:5]([C:13]2[CH:14]=[CH:15][C:16]([S:19]([NH2:22])(=[O:21])=[O:20])=[CH:17][CH:18]=2)[C:6]=1[C:7]1[CH:8]=[CH:9][CH:10]=[CH:11][CH:12]=1. Procedure details: To a solution of 4-[4-methyl-5-phenyl-3-(trifluoromethyl)-1H-pyrazol-1-yl]benzenesulfonamide prepared in Example 201 (500 mg, 1.3 mmol) in carbon tetrachloride (9 mL) and benzene (4 mL) was added N-bromosuccinimide (285 mg, 1.6 mmol). The mixture was irradiated with a sunlamp for 3.5 hours. The reaction mixture was partitioned between dichloromethane and water and the organic solution was dried and concentrated to give the desired product, 412 mg (69%). The reactants are CCOC(C)=O, CO, CCOC(=O)c1cc(OC2CN(C(c3ccccc3)c3ccccc3)C2)c2cc(C)oc2c1. Yields the product CCOC(=O)c1cc(OC2CNC2)c2cc(C)oc2c1. RXN SMILES: [CH3:34][CH2:35][O:36][C:37]([CH3:38])=[O:39].[CH3:40][OH:41].[c:1]1([CH:2]([c:3]2[cH:4][cH:5][cH:6][cH:7][cH:28]2)[N:8]2[CH2:9][CH:10]([O:12][c:13]3[cH:14][c:15]([C:23](=[O:24])[O:25][CH2:26][CH3:27])[cH:16][c:17]4[c:18]3[cH:19][c:20]([CH3:22])[o:21]4)[CH2:11]2)[cH:29][cH:30][cH:31][cH:32][cH:33]1>>[NH:8]1[CH2:9][CH:10]([O:12][c:13]2[cH:14][c:15]([C:23](=[O:24])[O:25][CH2:26][CH3:27])[cH:16][c:17]3[c:18]2[cH:19][c:20]([CH3:22])[o:21]3)[CH2:11]1. The reactants are C(C)OC(COC1=C(C=C(C(=C1)C)OC)C(C)C)=O ((2-isopropyl-4-methoxy-5-methyl-phenoxy)-acetic acid ethyl ester), [H-].[Na+] (sodium hydride), IC (iodomethane), C(=O)OCC (ethyl formate). Solvent: COCCOC (1,2-dimethoxy ethane). Conditions: temperature 85 celsius, time 5 minute. Yields the product C(C)OC(C(=COC)OC1=C(C=C(C(=C1)C)OC)C(C)C)=O (2-(2-isopropyl-4-methoxy-5-methyl-phenoxy)-3-methoxy-acrylic acid ethyl ester). Isolated yield 23.2%. Reaction SMILES: [CH2:1]([O:3][C:4](=[O:19])[CH2:5][O:6][C:7]1[CH:12]=[C:11]([CH3:13])[C:10]([O:14][CH3:15])=[CH:9][C:8]=1[CH:16]([CH3:18])[CH3:17])[CH3:2].[H-].[Na+].[CH:22]([O:24][CH2:25]C)=O.IC>COCCOC>[CH2:1]([O:3][C:4](=[O:19])[C:5]([O:6][C:7]1[CH:12]=[C:11]([CH3:13])[C:10]([O:14][CH3:15])=[CH:9][C:8]=1[CH:16]([CH3:18])[CH3:17])=[CH:22][O:24][CH3:25])[CH3:2] |f:1.2|. Procedure details: To a solution of (2-isopropyl-4-methoxy-5-methyl-phenoxy)-acetic acid ethyl ester (4.42 g, 16.6 mmol) in anhydrous 1,2-dimethoxy ethane (60 ml) was added sodium hydride (60% in mineral oil, 3.5 g, 87.5 mmol) at room temperature. After 5 minutes of stirring, ethyl formate (40 ml, 495 mmol) was added. The mixture was heated at 85° C. for 7 hours. After cooling to room temperature, iodomethane was added and stirring was continued overnight. Solvent was concentrated under reduced pressure and the re...